This data is from the Open Reaction Database (ORD), a public repository of structured organic reaction records. The task is: describe an organic reaction: reactants, conditions, products, and yield Reactants: C(CC)N(C1CC=2C(=CC=3C(N(C(C3C2)=O)CC2=CC=C(C=C2)OC(F)(F)F)=O)C1)CCC (6-(Dipropylamino)-6,7-dihydro-2-[[4-(trifluoromethoxy)phenyl]methyl]cyclopent[f]isoindole-1,3(2H,5H)-dione), Cl (HCl). The reagents and catalysts are [Zn] (Zinc). Run in CC(=O)O (HOAc). The product is C(CC)N(C1CC=2C(=CC=3C(N(CC3C2)CC2=CC=C(C=C2)OC(F)(F)F)=O)C1)CCC (6-(Dipropylamino)-3,5,6,7-tetrahydro-2-[[4-(trifluoromethoxy)phenyl]methyl]cyclopent[f]isoindol-1(2H)-one). RXN SMILES: [CH2:1]([N:4]([CH2:31][CH2:32][CH3:33])[CH:5]1[CH2:30][C:8]2=[CH:9][C:10]3[C:11](=[O:29])[N:12]([CH2:17][C:18]4[CH:23]=[CH:22][C:21]([O:24][C:25]([F:28])([F:27])[F:26])=[CH:20][CH:19]=4)[C:13](=O)[C:14]=3[CH:15]=[C:7]2[CH2:6]1)[CH2:2][CH3:3].Cl>CC(O)=O.[Zn]>[CH2:31]([N:4]([CH2:1][CH2:2][CH3:3])[CH:5]1[CH2:30][C:8]2=[CH:9][C:10]3[C:11](=[O:29])[N:12]([CH2:17][C:18]4[CH:23]=[CH:22][C:21]([O:24][C:25]([F:27])([F:28])[F:26])=[CH:20][CH:19]=4)[CH2:13][C:14]=3[CH:15]=[C:7]2[CH2:6]1)[CH2:32][CH3:33]. Reported procedure: Using procedure 47, 6-(dipropylamino)-6,7-dihydro-2-[[4-(trifluoromethoxy)phenyl]methyl]cyclopent[f]isoindole-1,3(2H,5H)-dione (107, 0.17 g, 0.37 mmol) was reduced with Zinc dust (0.24 g, 3.7 mmol) in glacial HOAc (10 mL). The resulting solid was converted to an HCl salt and recrystallized from EtOAc/MeOH to give 128 as a white solid (m.p. 210-211° C.). Starting materials: COC(=O)c1cccc(CN2CCN(c3ccc(NC(=O)c4ccccc4-c4ccc(C(F)(F)F)cc4)cc3)CC2)c1, CCO, Cl, [Na+], [OH-]. Yields the product O=C(O)c1cccc(CN2CCN(c3ccc(NC(=O)c4ccccc4-c4ccc(C(F)(F)F)cc4)cc3)CC2)c1. Reaction SMILES: [C:1](=[O:2])([O:3][CH3:4])[c:5]1[cH:6][c:7]([CH2:8][N:9]2[CH2:10][CH2:11][N:12]([c:15]3[cH:16][cH:17][c:18]([NH:21][C:22](=[O:23])[c:24]4[c:25](-[c:30]5[cH:31][cH:32][c:33]([C:36]([F:37])([F:38])[F:39])[cH:34][cH:35]5)[cH:26][cH:27][cH:28][cH:29]4)[cH:19][cH:20]3)[CH2:13][CH2:14]2)[cH:40][cH:41][cH:42]1.[CH3:46][CH2:47][OH:48].[ClH:45].[Na+:44].[OH-:43]>>[C:1](=[O:2])([OH:3])[c:5]1[cH:6][c:7]([CH2:8][N:9]2[CH2:10][CH2:11][N:12]([c:15]3[cH:16][cH:17][c:18]([NH:21][C:22](=[O:23])[c:24]4[c:25](-[c:30]5[cH:31][cH:32][c:33]([C:36]([F:37])([F:38])[F:39])[cH:34][cH:35]5)[cH:26][cH:27][cH:28][cH:29]4)[cH:19][cH:20]3)[CH2:13][CH2:14]2)[cH:40][cH:41][cH:42]1. Starting materials: CC1(C(C1C=C(C)C)C(=O)Cl)C (2,2-dimethyl-3-(2-methyl-1-propenyl)cyclopropanecarbonyl chloride), FC(C(C1=CC(=CC=C1)OC1=CC=CC=C1)O)(F)F (α-trifluoromethyl-3-phenoxybenzyl alcohol), N1=CC=CC=C1 (pyridine). Solvent: C1(=CC=CC=C1)C (toluene). Yields the product CC(=CC1C(C1C(=O)OC(C1=CC(=CC=C1)OC1=CC=CC=C1)C(F)(F)F)(C)C)C (α-trifluoromethyl-3-phenoxybenzyl 3-(2,2-dimethylvinyl)-2,2-dimethylcyclopropanecarboxylate). Isolated yield 93.9%. As a reaction SMILES: [CH3:1][C:2]1([CH3:12])[CH:4]([CH:5]=[C:6]([CH3:8])[CH3:7])[CH:3]1[C:9](Cl)=[O:10].[F:13][C:14]([F:31])([F:30])[CH:15]([OH:29])[C:16]1[CH:21]=[CH:20][CH:19]=[C:18]([O:22][C:23]2[CH:28]=[CH:27][CH:26]=[CH:25][CH:24]=2)[CH:17]=1.N1C=CC=CC=1>C1(C)C=CC=CC=1>[CH3:7][C:6]([CH3:8])=[CH:5][CH:4]1[CH:3]([C:9]([O:29][CH:15]([C:14]([F:13])([F:30])[F:31])[C:16]2[CH:21]=[CH:20][CH:19]=[C:18]([O:22][C:23]3[CH:28]=[CH:27][CH:26]=[CH:25][CH:24]=3)[CH:17]=2)=[O:10])[C:2]1([CH3:12])[CH3:1]. Reported procedure: This compound was prepared in the manner of Example II using 3.3 g of 2,2-dimethyl-3-(2-methyl-1-propenyl)cyclopropanecarbonyl chloride, whose preparation is described in J. Sci. Food and Agriculture, 18, 325 (1967), 4.3 g of α-trifluoromethyl-3-phenoxybenzyl alcohol, and 1.5 g of pyridine in 50 ml of toluene. Volatiles were distilled from the crude reaction product at 90°/0.08 mm for 1/2 hour, then at 100°/0.08 mm for 3/4 hour through a short path Kugelrohr distillation system to give as a resi... Reactants: Cl (HCl), CC(CCOC1=NC=C(C#N)C=C1)(C)C (6-(3,3-dimethyl-butoxy)-nicotinonitrile), [OH-].[Na+] (NaOH). The solvent is C1CCOC1 (THF), C1CCOC1 (THF). Reaction conditions: time 8 hour. The product is NCC=1C=CC(=NC1)OCCC(C)(C)C (5-Aminomethyl-2-(3,3-dimethyl-butoxy)-pyridine). Isolated yield 52766.5%. As a reaction SMILES: [CH3:1][C:2]([CH3:15])([CH3:14])[CH2:3][CH2:4][O:5][C:6]1[CH:13]=[CH:12][C:9]([C:10]#[N:11])=[CH:8][N:7]=1.Cl.[OH-].[Na+]>C1COCC1>[NH2:11][CH2:10][C:9]1[CH:12]=[CH:13][C:6]([O:5][CH2:4][CH2:3][C:2]([CH3:15])([CH3:14])[CH3:1])=[N:7][CH:8]=1 |f:2.3|. Reported procedure: Dissolve 6-(3,3-dimethyl-butoxy)-nicotinonitrile (1.4 g, 6.86 mmol) in anhydrous THF (10 mL) under nitrogen and add 1M BH3-THF complex in THF (20.6 mL, 20.6 mmol). Stir the mixture overnight under nitrogen and then pour the reaction carefully into 5N aqueous HCl (20 mL). Stir the resulting suspension for 6 h at room temperature. Then basify by adding 2N aqueous NaOH (50 mL) and extract with dichloromethane (3×100 mL). Dry the combined organic extracts over MgSO4, filter and concentrate in vacuo.... The reactants are Cl (HCl), C(C1=CC=CC=C1)OC(=O)N1CC=2NC3=CC=CC=C3C2CC1C#N ((3RS)-2-Benzyloxycarbonyl-3-cyano-1,2,3,4-tetrahydro-β-carboline), [N-]=[N+]=[N-].[Na+] (NaN3), [NH4+].[Cl-] (NH4Cl). Solvent: CN(C=O)C (dimethylformamide). Conditions: time 6 hour. The product is C(C1=CC=CC=C1)OC(=O)N1CC=2NC3=CC=CC=C3C2CC1C1=NN=NN1 ((3RS)-2-Benzyloxycarbonyl-3-(1H-tetrazol-5-yl)-1,2,3,4-tetrahydro-β-carboline). Yield: 47.8%. As a reaction SMILES: [CH2:1]([O:8][C:9]([N:11]1[CH:23]([C:24]#[N:25])[CH2:22][C:21]2[C:20]3[C:15](=[CH:16][CH:17]=[CH:18][CH:19]=3)[NH:14][C:13]=2[CH2:12]1)=[O:10])[C:2]1[CH:7]=[CH:6][CH:5]=[CH:4][CH:3]=1.[N-:26]=[N+:27]=[N-:28].[Na+].[NH4+].[Cl-].Cl>CN(C)C=O>[CH2:1]([O:8][C:9]([N:11]1[CH:23]([C:24]2[NH:28][N:27]=[N:26][N:25]=2)[CH2:22][C:21]2[C:20]3[C:15](=[CH:16][CH:17]=[CH:18][CH:19]=3)[NH:14][C:13]=2[CH2:12]1)=[O:10])[C:2]1[CH:3]=[CH:4][CH:5]=[CH:6][CH:7]=1 |f:1.2,3.4|. Procedure: A mixture of (3RS)-2-Benzyloxycarbonyl-3-cyano-1,2,3,4-tetrahydro-β-carboline (0.663 g), NaN3 (0.143 g), NH4Cl (0.118 g) and dimethylformamide (2 ml) is stirred at 95°-100° C. for 6 hours. The reaction mixture is cooled and then poured onto ice-water, adjusted to pH 2 with 10% HCl and extracted with ethyl acetate. The ethyl acetate layer is washed with water, dried and distilled to remove the solvent. The residue is crystallized from ethyl acetate to give the title compound (0.358 g), m.p. 218°-...